From a dataset of the Open Reaction Database (ORD), a public repository of structured organic reaction records. describe an organic reaction: reactants, conditions, products, and yield Starting materials: [H-].[Na+] (Sodium hydride), C(C1=CC=CC=C1)O (benzyl alcohol), ClCC=1N=C(C2=C(N1)CCCS2)O (2-chloromethyl-7,8-dihydro-4-hydroxy-6H-thiopyrano[3,2-d]pyrimidine). Run in C1CCOC1 (THF), CN(C)C=O (DMF). Yields the product C(C1=CC=CC=C1)OCC=1N=C(C2=C(N1)CCCS2)O (2-Benzyloxymethyl-7,8-dihydro-4-hydroxy-6H-thiopyrano[3,2-d]pyrimidine). RXN SMILES: [H-].[Na+].[CH2:3]([OH:10])[C:4]1[CH:9]=[CH:8][CH:7]=[CH:6][CH:5]=1.Cl[CH2:12][C:13]1[N:14]=[C:15]([OH:23])[C:16]2[S:22][CH2:21][CH2:20][CH2:19][C:17]=2[N:18]=1>C1COCC1.CN(C=O)C>[CH2:3]([O:10][CH2:12][C:13]1[N:14]=[C:15]([OH:23])[C:16]2[S:22][CH2:21][CH2:20][CH2:19][C:17]=2[N:18]=1)[C:4]1[CH:9]=[CH:8][CH:7]=[CH:6][CH:5]=1 |f:0.1|. Procedure details: Sodium hydride (0.68 g 53% mineral oil) was suspended in THF (80 ml) and 1.5 ml of benzyl alcohol was added dropwise with stirring. To this clear solution was added product from Example 3, Step A (2.6 g) dissolved in 25 ml of DMF. After stirring for 2 hours at 25° C. the reaction mixture was heated at reflux for 10 minutes. The solvent was removed in vacuo, water was added to the residue followed by enough diluted HCl to render the solution slightly acidic and it was extracted with ethyl acetate... Starting materials: C=C(C)Cc1cc(Br)ccc1O, COC(C)(C)C, ClCCl, I. The product is CC1(C)Cc2cc(Br)ccc2O1. Reaction SMILES: [Br:1][c:2]1[cH:3][c:4]([CH2:9][C:10](=[CH2:11])[CH3:12])[c:5]([OH:8])[cH:6][cH:7]1.[CH3:17][O:18][C:19]([CH3:20])([CH3:21])[CH3:22].[Cl:14][CH2:15][Cl:16].[I:13]>>[Br:1][c:2]1[cH:3][c:4]2[c:5]([cH:6][cH:7]1)[O:8][C:10]([CH3:11])([CH3:12])[CH2:9]2. Reactants: CCOC(=O)C1CC(OS(C)(=O)=O)CC1C(=O)N1CC(F)(F)C1, Fc1ccc(S)c(C(F)(F)F)c1. Product: CCOC(=O)C1CC(Sc2ccc(F)cc2C(F)(F)F)CC1C(=O)N1CC(F)(F)C1. Reaction SMILES: [CH2:1]([CH3:2])[O:3][C:4](=[O:5])[CH:6]1[CH:7]([C:16](=[O:17])[N:18]2[CH2:19][C:20]([F:22])([F:23])[CH2:21]2)[CH2:8][CH:9]([O:11][S:12]([CH3:13])(=[O:14])=[O:15])[CH2:10]1.[F:24][c:25]1[cH:26][c:27]([C:32]([F:33])([F:34])[F:35])[c:28]([SH:31])[cH:29][cH:30]1>>[CH2:1]([CH3:2])[O:3][C:4](=[O:5])[CH:6]1[CH:7]([C:16](=[O:17])[N:18]2[CH2:19][C:20]([F:22])([F:23])[CH2:21]2)[CH2:8][CH:9]([S:31][c:28]2[c:27]([C:32]([F:33])([F:34])[F:35])[cH:26][c:25]([F:24])[cH:30][cH:29]2)[CH2:10]1. Reagents/catalysts: [Pt] (platinum on carbon). Reported procedure: A mixture of 2,5-dimethyl-3-chloro-4-(4-[4-chlorobenzoyl]phenoxy)nitrobenzene (5.95 g, 14 mmol), toluene (160 mL), and 5% platinum on carbon (0.65 g) was subjected to hydrogenation at the pressure ≤24 psi. After 8 h one reaction was found to be partly completed. Additional catalyst (0.2 g of 5% pt/c) was added. The reaction was close to completion by the end of additional 4 h. The mixture was filtered and the filtrate was concentrated to give an amber foam. This foam was dissolved in an ethyl ac... Starting materials: CC1=C(C=C(C(=C1Cl)OC1=CC=C(C=C1)C(C1=CC=C(C=C1)Cl)=O)C)[N+](=O)[O-] (2,5-dimethyl-3-chloro-4-(4-[4-chlorobenzoyl]phenoxy)nitrobenzene), C1(=CC=CC=C1)C (toluene), C(Cl)(Cl)Cl (CHCl3). Reaction SMILES: [CH3:1][C:2]1[C:7]([Cl:8])=[C:6]([O:9][C:10]2[CH:15]=[CH:14][C:13]([C:16](=[O:24])[C:17]3[CH:22]=[CH:21][C:20]([Cl:23])=[CH:19][CH:18]=3)=[CH:12][CH:11]=2)[C:5]([CH3:25])=[CH:4][C:3]=1[N+:26]([O-])=O.C1(C)C=CC=CC=1.C(Cl)(Cl)Cl>[Pt].C(OCC)(=O)C.CCCCCC>[CH3:1][C:2]1[C:7]([Cl:8])=[C:6]([O:9][C:10]2[CH:11]=[CH:12][C:13]([C:16](=[O:24])[C:17]3[CH:22]=[CH:21][C:20]([Cl:23])=[CH:19][CH:18]=3)=[CH:14][CH:15]=2)[C:5]([CH3:25])=[CH:4][C:3]=1[NH2:26]. Product: CC1=C(N)C=C(C(=C1Cl)OC1=CC=C(C=C1)C(C1=CC=C(C=C1)Cl)=O)C (2,5-dimethyl-3-chloro-4-(4-[4- Chlorobenzoyl]phenoxy)aniline). Solvent: C(C)(=O)OCC (ethyl acetate), CCCCCC (hexane). Reactants: [OH-].[Na+] (NaOH), N1CCCC=2C1=NC(=CC2)C=O (1,2,3,4-tetrahydropyridino[2,3-b]pyridine-7-carbaldehyde), oxime, Cl.ON (Hydroxyamine hydrochloride), CC(=O)[O-].O.O.O.[Na+] (sodium acetatetrihydrate). The reagents and catalysts are [Zn] (zinc). Solvent: C(Cl)Cl (methylene chloride), CO (methanol), O (water), CO (methanol), FC(C(=O)O)(F)F (trifluoroacetic acid), O (water). Conditions: temperature 60 celsius, time 18 hour. Yields the product N1CCCC=2C1=NC(=CC2)CN (1,2,3,4-tetrahydropyridino[2,3-b]pyridin-7-ylmethylamine). RXN SMILES: Cl.O[NH2:3].CC([O-])=O.O.O.O.[Na+].[NH:12]1[C:17]2=[N:18][C:19]([CH:22]=O)=[CH:20][CH:21]=[C:16]2[CH2:15][CH2:14][CH2:13]1.[OH-].[Na+]>CO.O.FC(F)(F)C(O)=O.[Zn].C(Cl)Cl>[NH:12]1[C:17]2=[N:18][C:19]([CH2:22][NH2:3])=[CH:20][CH:21]=[C:16]2[CH2:15][CH2:14][CH2:13]1 |f:0.1,2.3.4.5.6,8.9|. Procedure: Hydroxyamine hydrochloride (2 eq), sodium acetatetrihydrate (2 eq) and water (0.4M) were heated at 60° C. 1,2,3,4-tetrahydropyridino[2,3-b]pyridine-7-carbaldehyde was dissolved in methanol (2.5 mL) and added to the resulting solution. Additional methanol was added until the solution became clear, the reaction was stirred at 60° C. for 18 hrs. The mixture was cooled to room temperature, diluted with water (25 mL) and extracted with ether. The organic layer was extracted with saturated sodium bica...